This data is from the Open Reaction Database (ORD), a public repository of structured organic reaction records. The task is: describe an organic reaction: reactants, conditions, products, and yield The reactants are ClC=1C=C2C(C(=O)NC2=O)=CC1S(N)(=O)=O (4-chloro-5-sulfamoylphthalimide), NC1CCN(CC1)CC1=CC=C(C=C1)OC (4-amino-1-(4-methoxybenzyl)piperidine). Product: C(CCCC)O (n-pentanol), O=C1NC(C2=CC=CC=C12)=O (1,3-dioxoisoindole). As a reaction SMILES: Cl[C:2]1[CH:3]=[C:4]2[C:9](=[O:10])[NH:8][C:6](=[O:7])[C:5]2=[CH:11][C:12]=1S(=O)(=O)N.NC1CCN(CC2C=CC(OC)=CC=2)CC1>>[CH2:6]([OH:7])[CH2:5][CH2:4][CH2:3][CH3:2].[O:7]=[C:6]1[C:5]2[C:4](=[CH:3][CH:2]=[CH:12][CH:11]=2)[C:9](=[O:10])[NH:8]1. Procedure: Reaction of 4-chloro-5-sulfamoylphthalimide (5.21 g., 0.02 mole) and 4-amino-1-(4-methoxybenzyl)piperidine (4.5 g., 0.02 mole) in 80 ml. of n-pentanol according to the procedure of Example 1(a) afforded the crude 1,3-dioxoisoindole product purified by chromatography (silica gel, ethyl acetate-n-hexane) to yield 2.88 g. (31%) of 6-chloro-2,3-dihydro-2-[1-[(4-methoxyphenyl)methyl]-4-piperidinyl]-1,3-dioxo-1H-isoindole-5-sulfonamide. The NMR spectral data was consistent for the compound used withou... The reactants are Nc1cccc(-c2c(Cc3ccccc3)cnc3c(C(F)(F)F)cccc23)c1, O=Cc1cccc(O)c1O. The product is Oc1cccc(CNc2cccc(-c3c(Cc4ccccc4)cnc4c(C(F)(F)F)cccc34)c2)c1O. Reaction SMILES: [CH2:1]([c:2]1[cH:3][cH:4][cH:5][cH:6][cH:7]1)[c:8]1[cH:9][n:10][c:11]2[c:12]([C:25]([F:26])([F:27])[F:28])[cH:13][cH:14][cH:15][c:16]2[c:17]1-[c:18]1[cH:19][c:20]([NH2:24])[cH:21][cH:22][cH:23]1.[OH:29][c:30]1[c:31]([CH:32]=[O:33])[cH:34][cH:35][cH:36][c:37]1[OH:38]>>[CH2:1]([c:2]1[cH:3][cH:4][cH:5][cH:6][cH:7]1)[c:8]1[cH:9][n:10][c:11]2[c:12]([C:25]([F:26])([F:27])[F:28])[cH:13][cH:14][cH:15][c:16]2[c:17]1-[c:18]1[cH:19][c:20]([NH:24][CH2:32][c:31]2[c:30]([OH:29])[c:37]([OH:38])[cH:36][cH:35][cH:34]2)[cH:21][cH:22][cH:23]1. Starting materials: COC(=O)CCCCCN, CCN(C(C)C)C(C)C, Clc1ncnc2occ(-c3ccccc3)c12, Cl, CN(C)C=O, O. Yields the product COC(=O)CCCCCNc1ncnc2occ(-c3ccccc3)c12. Reaction SMILES: [CH3:32][O:33][C:34]([CH2:35][CH2:36][CH2:37][CH2:38][CH2:39][NH2:40])=[O:41].[CH:17]([N:18]([CH2:19][CH3:20])[CH:21]([CH3:22])[CH3:23])([CH3:24])[CH3:25].[Cl:1][c:2]1[c:3]2[c:4]([n:5][cH:6][n:7]1)[o:8][cH:9][c:10]2-[c:11]1[cH:12][cH:13][cH:14][cH:15][cH:16]1.[ClH:31].[O:26]=[CH:27][N:28]([CH3:29])[CH3:30].[OH2:42]>>[c:2]1([NH:40][CH2:39][CH2:38][CH2:37][CH2:36][CH2:35][C:34]([O:33][CH3:32])=[O:41])[c:3]2[c:4]([n:5][cH:6][n:7]1)[o:8][cH:9][c:10]2-[c:11]1[cH:12][cH:13][cH:14][cH:15][cH:16]1.